This data is from the Open Reaction Database (ORD), a public repository of structured organic reaction records. The task is: describe an organic reaction: reactants, conditions, products, and yield Reactants: [S-]C#N.[K+] (potassium thiocyanate), ClC(=O)OCC(Cl)(Cl)Cl (2,2,2-trichloroethyl chloroformate), N (ammonia). Run in C(C)(=O)OCC (ethyl acetate), ice water. Run at temperature 60 celsius, time 1.5 hour. Product: C(N)(=S)NC(OCC(Cl)(Cl)Cl)=O (2,2,2-trichloroethyl N-thiocarbamoylcarbamate). As a reaction SMILES: [S-:1][C:2]#[N:3].[K+].Cl[C:6]([O:8][CH2:9][C:10]([Cl:13])([Cl:12])[Cl:11])=[O:7].[NH3:14]>C(OCC)(=O)C>[C:2]([NH:14][C:6](=[O:7])[O:8][CH2:9][C:10]([Cl:13])([Cl:12])[Cl:11])(=[S:1])[NH2:3] |f:0.1|. Procedure details: Into 75 ml of dry ethyl acetate, were added 7.3 g of anhydrous potassium thiocyanate and 15.7 g of 2,2,2-trichloroethyl chloroformate. The mixture was stirred at 60° C. for 1.5 hours. The reaction mixture was cooled in ice water, followed by an addition of an aqueous ammonia solution (29%) to render the reaction mixture alkaline. The solvent was removed under reduced pressure. The residue was treated with a water/methanol mixed solvent and the reaction product was obtained in a powdery form thro... Starting materials: C(CCC)[Li] (n-Butyllithium), CC=1N=CSC1C (4,5-dimethylthiazole), C(C)(=O)C=1SC=CC1 (2-acetylthiophene). The solvent is C(C)OCC (diethyl ether), C(C)OCC (diethyl ether). Run at time 30 minute. The product is CC=1N=C(SC1C)C(C)(O)C=1SC=CC1 (1-(4,5-Dimethyl-2-thiazolyl)-1-(2-thienyl)ethanol). As a reaction SMILES: C([Li])CCC.[CH3:6][C:7]1[N:8]=[CH:9][S:10][C:11]=1[CH3:12].[C:13]([C:16]1[S:17][CH:18]=[CH:19][CH:20]=1)(=[O:15])[CH3:14]>C(OCC)C>[CH3:6][C:7]1[N:8]=[C:9]([C:13]([C:16]2[S:17][CH:18]=[CH:19][CH:20]=2)([OH:15])[CH3:14])[S:10][C:11]=1[CH3:12]. Reported procedure: n-Butyllithium (2.5M solution in hexanes, 9.7 ml) was added dropwise to a stirred solution of 4,5-dimethylthiazole (2.5 g) in dry diethyl ether (30 ml) at -70° C. under an atmosphere of dry nitrogen. After 30 minutes, 2-acetylthiophene (3.1 g) in diethyl ether (20 ml) was added dropwise. After a further 1 hour the mixture was allowed to warm to room temperature and was then worked up in the normal fashion to yield the title compound.